Dataset: the Open Reaction Database (ORD), a public repository of structured organic reaction records. Task: describe an organic reaction: reactants, conditions, products, and yield Starting materials: BrCc1ccccc1, CCCCC1(CO)NC(=O)NC1=O, [K+], [K+], O=C([O-])[O-], CN(C)C=O. The product is CCCCC1(CO)NC(=O)N(Cc2ccccc2)C1=O. As a reaction SMILES: [Br:20][CH2:21][c:22]1[cH:23][cH:24][cH:25][cH:26][cH:27]1.[CH2:1]([CH2:2][CH2:3][CH3:4])[C:5]1([CH2:12][OH:13])[C:6](=[O:11])[NH:7][C:8](=[O:10])[NH:9]1.[K+:14].[K+:15].[O-:16][C:17]([O-:18])=[O:19].[O:28]=[CH:29][N:30]([CH3:31])[CH3:32]>>[CH2:1]([CH2:2][CH2:3][CH3:4])[C:5]1([CH2:12][OH:13])[C:6](=[O:11])[N:7]([CH2:21][c:22]2[cH:23][cH:24][cH:25][cH:26][cH:27]2)[C:8](=[O:10])[NH:9]1. Reactants: Cl.COC([C@@H](N)CC1=CC(=C(C=C1)F)Br)=O (3-bromo-4-fluoro-L-phenylalanine methyl ester hydrochloride), N1=C2C(=NS1)C(=CC=C2)S(=O)(=O)NC2=C(C(=O)O)C=CC(=C2)Br (2-(benzo[1,2,5]thiadiazole-4-sulfonylamino)-4-bromo-benzoic acid), methyl ester. Product: N1=C2C(=NS1)C(=CC=C2)S(=O)(=O)NC2=C(C(=O)N[C@H](C(=O)O)CC1=CC(=C(C=C1)F)Br)C=CC(=C2)Br ((S)-2-[2-(Benzo[1,2,5]thiadiazole-4-sulfonylamino)-4-bromo-benzoylamino]-3-(3-bromo-4-fluoro-phenyl)-propionic acid). RXN SMILES: Cl.C[O:3][C:4](=[O:16])[C@H:5]([CH2:7][C:8]1[CH:13]=[CH:12][C:11]([F:14])=[C:10]([Br:15])[CH:9]=1)[NH2:6].[N:17]1[S:21][N:20]=[C:19]2[C:22]([S:26]([NH:29][C:30]3[CH:38]=[C:37]([Br:39])[CH:36]=[CH:35][C:31]=3[C:32](O)=[O:33])(=[O:28])=[O:27])=[CH:23][CH:24]=[CH:25][C:18]=12>>[N:17]1[S:21][N:20]=[C:19]2[C:22]([S:26]([NH:29][C:30]3[CH:38]=[C:37]([Br:39])[CH:36]=[CH:35][C:31]=3[C:32]([NH:6][C@@H:5]([CH2:7][C:8]3[CH:13]=[CH:12][C:11]([F:14])=[C:10]([Br:15])[CH:9]=3)[C:4]([OH:3])=[O:16])=[O:33])(=[O:28])=[O:27])=[CH:23][CH:24]=[CH:25][C:18]=12 |f:0.1|. Procedure: The title compound was prepared from 3-bromo-4-fluoro-L-phenylalanine methyl ester hydrochloride and 2-(benzo[1,2,5]thiadiazole-4-sulfonylamino)-4-bromo-benzoic acid as in Example 1, Part C, followed by hydrolysis of the resulting methyl ester as in EXAMPLE 2, Part E. HPLC: RT=9.75 min. MS (ESI−): mass calcd. for C22H15Br2FN4O5S2, 658.32; m/z found, 655/657/659 [M−H]−. 1H NMR (400 MHz, acetone-d6): 11.76 (s, 1H), 8.46-8.41 (m, 1H), 8.32-8.27 (m, 1H), 8.16-8.09 (m, 1H), 7.93-7.82 (m, 2H), 7.66-7.... Reactants: C1(=CC=CC=C1)C1=C(SC2=C(N1)C=CC=C2)C#N (3-phenyl-4H-1,4-benzothiazine-2-carbonitrile), ClC1=CC(=CC=C1)C(=O)OO (3-chloroperbenzoic acid). Run in ClCCl (dichloromethane). Conditions: temperature 0 celsius, time 30 minute. Product: C1(=CC=CC=C1)C1=C(S(C2=C(N1)C=CC=C2)=O)C#N (3-Phenyl-4H-1,4-benzothiazine-2-carbonitrile 1-oxide). RXN SMILES: [C:1]1([C:7]2[NH:12][C:11]3[CH:13]=[CH:14][CH:15]=[CH:16][C:10]=3[S:9][C:8]=2[C:17]#[N:18])[CH:6]=[CH:5][CH:4]=[CH:3][CH:2]=1.ClC1C=CC=C(C(OO)=[O:27])C=1>ClCCl>[C:1]1([C:7]2[NH:12][C:11]3[CH:13]=[CH:14][CH:15]=[CH:16][C:10]=3[S:9](=[O:27])[C:8]=2[C:17]#[N:18])[CH:2]=[CH:3][CH:4]=[CH:5][CH:6]=1. Procedure details: A mixture of 3-phenyl-4H-1,4-benzothiazine-2-carbonitrile (0.10 g) and 3-chloroperbenzoic acid (0.17 g, purity 80%) in dichloromethane (8 ml) was stirred at 0° C. for 30 min. The mixture was filtered and the filter cake was washed with dichloromethane and dried to give the title compound as pale crystals. Yield 66 mg; mp 182-184° C.; 1H-nmr(DMSO) δ (ppm): 12.31 (br, 1H), 8.09-7.99 (m, 1H), 7.83-7.60 (m, 7H), 7.60-7.48 (m, 1H); IR(KBr) ν (cm−1): 3211, 3161, 2985, 2935, 2850, 2193 (C≡N ), 1603, 15... The solvent is C1CCOC1 (THF), C1CCOC1 (THF). Procedure details: DIAD (2.4 mL, 12.4 mmol) was added dropwise to a cooled (−5° C.) solution of Ph3P (3.1 g, 11.7 mmol) in THF (50 mL). After 30 min, a solution of 2 (5.57 g, 9.5 mmol) in THF (20 mL) was added. After an additional 10 min, diphenyl phosphorazidate (DPPA; 2.4 mL, 11.31 mmol) was added and the reaction mixture was allowed to attain rt. After stirring overnight, the solvent was evaporated and the residue was purified by silica gel chromatography to give 3 (5.0 g, 8.2 mmol, 86%) as a colorless oil. 13C... Isolated yield 86.3%. Reactants: CC(C)OC(=O)/N=N/C(=O)OC(C)C (DIAD), C1=CC=C(C=C1)P(C2=CC=CC=C2)C3=CC=CC=C3 (Ph3P), C(C1=CC=CC=C1)O[C@@H]1[C@H]([C@H](O[C@@H]([C@H]1OCC1=CC=CC=C1)COCC1=CC=CC=C1)CP(OCC)(=O)OCC)O (Diethyl C-(3,4,6-tri-O-benzyl-α-D-glucopyranosyl)methanephosphonate), P(OC1=CC=CC=C1)(OC1=CC=CC=C1)(=O)N=[N+]=[N-] (diphenyl phosphorazidate). Reaction SMILES: CC(OC(/N=N/C(OC(C)C)=O)=O)C.C1C=CC(P(C2C=CC=CC=2)C2C=CC=CC=2)=CC=1.[CH2:34]([O:41][C@H:42]1[C@H:47]([O:48][CH2:49][C:50]2[CH:55]=[CH:54][CH:53]=[CH:52][CH:51]=2)[C@@H:46]([CH2:56][O:57][CH2:58][C:59]2[CH:64]=[CH:63][CH:62]=[CH:61][CH:60]=2)[O:45][C@H:44]([CH2:65][P:66]([O:71][CH2:72][CH3:73])(=[O:70])[O:67][CH2:68][CH3:69])[C@@H:43]1O)[C:35]1[CH:40]=[CH:39][CH:38]=[CH:37][CH:36]=1.P([N:91]=[N+:92]=[N-:93])(=O)(OC1C=CC=CC=1)OC1C=CC=CC=1>C1COCC1>[N:91]([C@H:43]1[C@@H:42]([O:41][CH2:34][C:35]2[CH:40]=[CH:39][CH:38]=[CH:37][CH:36]=2)[C@H:47]([O:48][CH2:49][C:50]2[CH:55]=[CH:54][CH:53]=[CH:52][CH:51]=2)[C@@H:46]([CH2:56][O:57][CH2:58][C:59]2[CH:64]=[CH:63][CH:62]=[CH:61][CH:60]=2)[O:45][C@@H:44]1[CH2:65][P:66]([O:71][CH2:72][CH3:73])(=[O:70])[O:67][CH2:68][CH3:69])=[N+:92]=[N-:93]. Reaction conditions: time 30 minute. Yields the product N(=[N+]=[N-])[C@@H]1[C@H](O[C@@H]([C@H]([C@@H]1OCC1=CC=CC=C1)OCC1=CC=CC=C1)COCC1=CC=CC=C1)CP(OCC)(=O)OCC (Diethyl C-(2-azido-3,4,6-tri-O-benzyl-2-deoxy-α-D-mannopyranosyl)methanephosphonate). Reactants: CC1(OC([C@@H](O1)[C@H](C(=O)N[C@@H](C(C)(C)C)C(=O)N[C@H](C)C1=CC=CC=C1)C\C=C\C1=CC(=C(C=C1)OC1=CC=CC=C1)F)=O)C ((2R, 5E)-2-[(4S)-2,2-dimethyl-5-oxo-1,3-dioxolan-4-yl]-N-[(1S)-2,2-dimethyl-1-({[(1R)-1-phenylethyl]amino}carbonyl)propyl]-5-(3-fluoro-4-phenoxyphenyl)pent-4-enamide), C(C)(=O)OCC (ethyl acetate). Reagents/catalysts: [Pd] (palladium on charcoal). Run in C(C)O (ethanol). Product: CC1(OC([C@@H](O1)[C@H](C(=O)N[C@@H](C(C)(C)C)C(=O)N[C@H](C)C1=CC=CC=C1)CCCC1=CC(=C(C=C1)OC1=CC=CC=C1)F)=O)C ((2R)-2-[(4S)-2,2-dimethyl-5-oxo-1,3-dioxolan-4-yl]-N-[(1S)-2,2-dimethyl-1-({[(1R)-1-phenylethyl]amino}carbonyl)propyl]-5-(3-fluoro-4-phenoxyphenyl)pentanamide). Isolated yield 49.0%. Reaction SMILES: [CH3:1][C:2]1([CH3:45])[O:6][C@@H:5]([C@@H:7]([CH2:27]/[CH:28]=[CH:29]/[C:30]2[CH:35]=[CH:34][C:33]([O:36][C:37]3[CH:42]=[CH:41][CH:40]=[CH:39][CH:38]=3)=[C:32]([F:43])[CH:31]=2)[C:8]([NH:10][C@H:11]([C:16]([NH:18][C@@H:19]([C:21]2[CH:26]=[CH:25][CH:24]=[CH:23][CH:22]=2)[CH3:20])=[O:17])[C:12]([CH3:15])([CH3:14])[CH3:13])=[O:9])[C:4](=[O:44])[O:3]1.C(OCC)(=O)C>C(O)C.[Pd]>[CH3:45][C:2]1([CH3:1])[O:6][C@@H:5]([C@@H:7]([CH2:27][CH2:28][CH2:29][C:30]2[CH:35]=[CH:34][C:33]([O:36][C:37]3[CH:38]=[CH:39][CH:40]=[CH:41][CH:42]=3)=[C:32]([F:43])[CH:31]=2)[C:8]([NH:10][C@H:11]([C:16]([NH:18][C@@H:19]([C:21]2[CH:26]=[CH:25][CH:24]=[CH:23][CH:22]=2)[CH3:20])=[O:17])[C:12]([CH3:13])([CH3:14])[CH3:15])=[O:9])[C:4](=[O:44])[O:3]1. Procedure: A solution of (2R, 5E)-2-[(4S)-2,2-dimethyl-5-oxo-1,3-dioxolan-4-yl]-N-[(1S)-2,2-dimethyl-1-({[(1R)-1-phenylethyl]amino}carbonyl)propyl]-5-(3-fluoro-4-phenoxyphenyl)pent-4-enamide (210 mg, 0.34 mmol) in ethanol:ethyl acetate=5:1 (10 mL) was hydrogenated over 10% palladium on charcoal (20 mg) at 3 bar and 20° C. for 3 h. The mixture was filtered through Arbocel filter aid and concentrated under reduced pressure to give (2R)-2-[(4S)-2,2-dimethyl-5-oxo-1,3-dioxolan-4-yl]-N-[(1S)-2,2-dimethyl-1-({[(... Starting materials: FC(C(=O)O)(F)F.C(N)(=N)C1=CC=C(OC(=O)C2=CC=C(O2)CC(CCC(=O)O)C)C=C1 (5-[5-(4-amidinophenoxycarbonyl)furan-2-yl]-4-methylpentanoic acid trifluoroacetic acid salt). Reagents/catalysts: [Pd] (palladium/carbon). The solvent is C(C)O (ethanol). Conditions: time 9 hour. The product is FC(C(=O)O)(F)F (trifluoroacetic acid), FC(C(=O)O)(F)F.C(N)(=N)C1=CC=C(OC(=O)C2=CC=C(O2)CC(CCC(=O)O)C)C=C1 (5-[5-(4-amidinophenoxycarbonyl)furan-2-yl]-4-methylpentanoic acid trifluoroacetic acid salt). The yield is 137.9%. Reaction SMILES: [F:1][C:2]([F:7])([F:6])[C:3]([OH:5])=[O:4].[C:8]([C:11]1[CH:32]=[CH:31][C:14]([O:15][C:16]([C:18]2[O:22][C:21]([CH2:23][CH:24]([CH3:30])[CH2:25][CH2:26][C:27]([OH:29])=[O:28])=[CH:20][CH:19]=2)=[O:17])=[CH:13][CH:12]=1)(=[NH:10])[NH2:9]>C(O)C.[Pd]>[F:1][C:2]([F:7])([F:6])[C:3]([OH:5])=[O:4].[F:1][C:2]([F:7])([F:6])[C:3]([OH:5])=[O:4].[C:8]([C:11]1[CH:32]=[CH:31][C:14]([O:15][C:16]([C:18]2[O:22][C:21]([CH2:23][CH:24]([CH3:30])[CH2:25][CH2:26][C:27]([OH:29])=[O:28])=[CH:20][CH:19]=2)=[O:17])=[CH:13][CH:12]=1)(=[NH:9])[NH2:10] |f:0.1,5.6|. Procedure: To a solution of the compound (149 mg, 0.435 mmol) obtained in step 2 in ethanol (3 mL) was added 5% palladium/carbon (15 mg), and the mixture was stirred under a hydrogen atmosphere for 9 hours. The catalyst was filtered off, and the solvent was evaporated under reduced pressure. The obtained residue was purified by high performance liquid chromatography (water-acetonitrile, each containing 0.1% trifluoroacetic acid) to give the title compound (75 mg, 0.30 mmol, 68%). The reactants are CN(C=O)C.S(=O)(=O)(OC)OC (N,N-dimethylformamide dimethyl sulfate), C[O-].[Na+] (sodium methoxide), Cl (hydrochloric acid), FC1=C(C=CC(=C1)F)NC1=C(C(=O)CC(=O)OCC)C=C(C(=N1)OS(=O)(=O)C1=C(C=C(C=C1C)C)C)F (ethyl 2-[2-(2,4-difluorophenylamino)-5-fluoro-6-(2,4,6-trimethylbenzenesulfonyloxy)nicotinoyl]acetate), C(C)(=O)OC(C)=O (acetic anhydride), C(C)(C)OC(C)C (diisopropyl ether). The solvent is C(Cl)Cl (methylene chloride), C(C)O (ethanol), O (water), C(Cl)Cl (methylene chloride). Yields the product FC1=C(C=CC(=C1)F)N1C=C(C(C2=CC(=C(N=C12)OS(=O)(=O)C1=C(C=C(C=C1C)C)C)F)=O)C(=O)OCC (ethyl 1-(2,4-difluorophenyl)-6-fluoro-1,4-dihydro-4-oxo-7-(2,4,6-trimethylbenzenesulfonyloxy)-1,8-naphthyridine-3-carboxylate). Isolated yield 80.2%. RXN SMILES: [CH3:1]N(C)C=O.S(OC)(OC)(=O)=O.C[O-].[Na+].[F:16][C:17]1[CH:22]=[C:21]([F:23])[CH:20]=[CH:19][C:18]=1[NH:24][C:25]1[N:38]=[C:37]([O:39][S:40]([C:43]2[C:48]([CH3:49])=[CH:47][C:46]([CH3:50])=[CH:45][C:44]=2[CH3:51])(=[O:42])=[O:41])[C:36]([F:52])=[CH:35][C:26]=1[C:27]([CH2:29][C:30]([O:32][CH2:33][CH3:34])=[O:31])=[O:28].C(OC(=O)C)(=O)C.Cl.C(OC(C)C)(C)C>O.C(Cl)Cl.C(O)C>[F:16][C:17]1[CH:22]=[C:21]([F:23])[CH:20]=[CH:19][C:18]=1[N:24]1[C:25]2[C:26](=[CH:35][C:36]([F:52])=[C:37]([O:39][S:40]([C:43]3[C:48]([CH3:49])=[CH:47][C:46]([CH3:50])=[CH:45][C:44]=3[CH3:51])(=[O:41])=[O:42])[N:38]=2)[C:27](=[O:28])[C:29]([C:30]([O:32][CH2:33][CH3:34])=[O:31])=[CH:1]1 |f:0.1,2.3|. Procedure details: To 6 ml of methylene chloride was added 335 mg of (N,N-dimethylformamide-dimethyl sulfate) complex compound, and 65 mg of sodium methoxide was added thereto at 0° C., after which the resulting mixture was subjected to reaction at 0° to 10° C. for 1 hour. Subsequently, 300 mg of ethyl 2-[2-(2,4-difluorophenylamino)-5-fluoro-6-(2,4,6-trimethylbenzenesulfonyloxy)nicotinoyl]acetate and 115 mg of acetic anhydride were added thereto. The resulting mixture was subjected to reaction at room temperature ...